From a dataset of the Open Reaction Database (ORD), a public repository of structured organic reaction records. describe an organic reaction: reactants, conditions, products, and yield Starting materials: C(C)(=O)OC1=CC2=C(C=C(O2)C)C=C1 (6-acetoxy-2-methylbenzofuran), C(C(=O)Cl)(=O)Cl (oxalyl chloride), [Al+3].[Cl-].[Cl-].[Cl-] (AlCl3), C(=O)([O-])[O-].[K+].[K+] (K2CO3). Run in CO (methanol). Product: OC1=CC2=C(C(=C(O2)C)C(=O)OC)C=C1 (Methyl 6-Hydroxy-2-methylbenzofuran-3-carboxylate). Yield: 69.0%. Reaction SMILES: C([O:4][C:5]1[CH:14]=[CH:13][C:8]2[CH:9]=[C:10]([CH3:12])[O:11][C:7]=2[CH:6]=1)(=O)C.[C:15](Cl)(=[O:19])C(Cl)=O.[Al+3].[Cl-].[Cl-].[Cl-].[C:25]([O-])([O-])=[O:26].[K+].[K+]>CO>[OH:4][C:5]1[CH:14]=[CH:13][C:8]2[C:9]([C:25]([O:19][CH3:15])=[O:26])=[C:10]([CH3:12])[O:11][C:7]=2[CH:6]=1 |f:2.3.4.5,6.7.8|. Procedure: This material was prepared from 6-acetoxy-2-methylbenzofuran 89b (0.81 g, 4.3 mmole) by acylation with oxalyl chloride in the presence of AlCl3, followed by treatment with methanol and K2CO3 in a manner as previously described for example 11a to give a beige solid (607 mg, 69%). 1H NMR (DMSO-d6) δ9.64 (1H, s), 7.62 (1H, d, J=8.5 Hz), 6.93 (1H, d, J=1.9 Hz), 6.78 (1H, dd, J=8.5, 2.0 Hz), 3.79 (3H, s), 2.66 (3H, s). Product: CCNC(=O)c1ncc(Oc2cc(C(=O)Nc3ccn(C)n3)cc3c2CC(C)(C)O3)cc1F. Starting materials: CCN, Cn1ccc(NC(=O)c2cc(Oc3cnc(C(=O)O)c(F)c3)c3c(c2)OC(C)(C)C3)n1. Reaction SMILES: [CH2:32]([CH3:33])[NH2:34].[CH3:1][C:2]1([CH3:31])[O:3][c:4]2[c:5]([c:7]([O:20][c:21]3[cH:22][c:23]([F:30])[c:24]([C:27](=[O:28])[OH:29])[n:25][cH:26]3)[cH:8][c:9]([C:11]([NH:12][c:13]3[n:14][n:15]([CH3:18])[cH:16][cH:17]3)=[O:19])[cH:10]2)[CH2:6]1>>[CH3:1][C:2]1([CH3:31])[O:3][c:4]2[c:5]([c:7]([O:20][c:21]3[cH:22][c:23]([F:30])[c:24]([C:27](=[O:29])[NH:34][CH2:32][CH3:33])[n:25][cH:26]3)[cH:8][c:9]([C:11]([NH:12][c:13]3[n:14][n:15]([CH3:18])[cH:16][cH:17]3)=[O:19])[cH:10]2)[CH2:6]1. The reactants are ClC1=C(C(N(C(N1C)=O)C)=O)C=O (6-Chloro-1,3-dimethyl-2,4-dioxo-1,2,3,4-tetrahydropyrimidine-5-carboxaldehyde), intermediate, Cl.NO (hydroxylamine hydrochloride), [OH-].[K+] (KOH). The solvent is CO (methanol), O (water). Reaction conditions: time 1 hour. Yields the product ClC1=C(C(N(C(N1C)=O)C)=O)C=NO (6-Chloro-1,3-dimethyl-2,4-dioxo-1,2,3,4-tetrahydropyrimidine-5-carboxaldehyde oxime). Reaction SMILES: [Cl:1][C:2]1[N:7]([CH3:8])[C:6](=[O:9])[N:5]([CH3:10])[C:4](=[O:11])[C:3]=1[CH:12]=O.Cl.[NH2:15][OH:16].[OH-].[K+]>CO.O>[Cl:1][C:2]1[N:7]([CH3:8])[C:6](=[O:9])[N:5]([CH3:10])[C:4](=[O:11])[C:3]=1[CH:12]=[N:15][OH:16] |f:1.2,3.4|. Procedure: To a mixture of Step 1 intermediate (56 g, 262.37 mmol) and hydroxylamine hydrochloride (22.8 g, 327.97 mmol) in methanol (525 ml) was added drop-wise a solution of KOH (18.3 g, 327.97 mmol) in water (32 ml) over a period of 1 h, while reaction mixture was maintained below 10° C. The mixture was stirred at room temperature for 1 h, and the resulting oxime precipitate was collected by filtration, washed with water (2×250 ml), methanol (2×150 ml) and dried to give 46.3 g of the product as a pale y... The reactants are CC(=O)SCc1ccc([N+](=O)[O-])cc1[N+](=O)[O-], CO, O, O, O=S(=O)(O)O. Yields the product O=[N+]([O-])c1ccc(CS)c([N+](=O)[O-])c1. As a reaction SMILES: [C:1](=[O:2])([CH3:3])[S:4][CH2:5][c:6]1[c:7]([N+:15](=[O:16])[O-:17])[cH:8][c:9]([N+:12](=[O:13])[O-:14])[cH:10][cH:11]1.[CH3:25][OH:26].[OH2:18].[OH2:19].[S:20](=[O:21])(=[O:22])([OH:23])[OH:24]>>[SH:4][CH2:5][c:6]1[c:7]([N+:15](=[O:16])[O-:17])[cH:8][c:9]([N+:12](=[O:13])[O-:14])[cH:10][cH:11]1. The reactants are C(C)(C)[N-]C(C)C.[Li+] (lithium diisopropylamide), O1CCCC1 (tetrahydrofuran), CC(C(=O)OC)C (methyl 2-methylpropionate), ice water, C(C)(C)(C)C=1N=C(SC1)C=1OC2=C(C1)C=C(C=C2)CCl (4-tert-butyl-2-(5-chloromethylbenzofuran-2-yl)thiazole). The solvent is CCCCCC (n-hexane), CN(P(N(C)C)(N(C)C)=O)C (hexamethylphosphoric triamide), CN(P(N(C)C)(N(C)C)=O)C (hexamethylphosphoric triamide). Conditions: time 1 hour. The product is C(C)(C)(C)C=1N=C(SC1)C=1OC2=C(C1)C=C(C=C2)CC(C)(C(=O)OC)C (4-tert-butyl-2-[5-(2-methyl-2-methoxycarbonylpropyl)benzofuran-2-yl]thiazole). As a reaction SMILES: C([N-]C(C)C)(C)C.[Li+].O1CCCC1.[CH3:14][CH:15]([CH3:20])[C:16]([O:18][CH3:19])=[O:17].[C:21]([C:25]1[N:26]=[C:27]([C:30]2[O:31][C:32]3[CH:38]=[CH:37][C:36]([CH2:39]Cl)=[CH:35][C:33]=3[CH:34]=2)[S:28][CH:29]=1)([CH3:24])([CH3:23])[CH3:22]>CN(C)P(=O)(N(C)C)N(C)C.CCCCCC>[C:21]([C:25]1[N:26]=[C:27]([C:30]2[O:31][C:32]3[CH:38]=[CH:37][C:36]([CH2:39][C:15]([CH3:20])([C:16]([O:18][CH3:19])=[O:17])[CH3:14])=[CH:35][C:33]=3[CH:34]=2)[S:28][CH:29]=1)([CH3:24])([CH3:23])[CH3:22] |f:0.1|. Procedure: To a cooled suspension of lithium diisopropylamide {(1.45 mM tetrahydrofuran and n-hexane solution), 3.7 ml} and methyl 2-methylpropionate (0.6 g), a dried hexamethylphosphoric triamide (0.5 ml) was added at -65 to -57° C. Subsequently, 4-tert-butyl-2-(5-chloromethylbenzofuran-2-yl)thiazole was added to the mixture in small portions. After being stirred for 30 minutes at the same temperature, additive hexamethylphosphoric triamide (1.5 ml) was added to the mixture. The reaction mixture was gradu...